describe an organic reaction: reactants, conditions, products, and yield From a dataset of the Open Reaction Database (ORD), a public repository of structured organic reaction records. Reactants: COC=1C=C(C(=O)N2CC(CC2)(C2=CC(=C(C=C2)F)F)CCN2CCC(CC2)NC2=NC3=C(N2)C=CC=C3)C=C(C1OC)OC (1-(3,4,5-trimethoxybenzoyl)-3-(2-(4-(1H-benzimidazol-2-yl-amino)piperidin-1-yl)ethyl)-3-(3,4-difluorophenyl)pyrrolidine), Cl.N1=CC=C(C=C1)CCl (4-picolyl chloride hydrochloride). Product: COC=1C=C(C(=O)N2CC(CC2)(C2=CC(=C(C=C2)F)F)CCN2CCC(CC2)NC2=NC3=C(N2CC2=CC=NC=C2)C=CC=C3)C=C(C1OC)OC (1-(3,4,5-trimethoxybenzoyl)-3-(2-(4-(1-(pyrid-4-ylmethyl)-1H-benzimidazol-2-yl-amino)piperidin-1-yl)ethyl)-3-(3,4-difluorophenyl)pyrrolidine). As a reaction SMILES: [CH3:1][O:2][C:3]1[CH:4]=[C:5]([CH:39]=[C:40]([O:44][CH3:45])[C:41]=1[O:42][CH3:43])[C:6]([N:8]1[CH2:12][CH2:11][C:10]([CH2:21][CH2:22][N:23]2[CH2:28][CH2:27][CH:26]([NH:29][C:30]3[NH:34][C:33]4[CH:35]=[CH:36][CH:37]=[CH:38][C:32]=4[N:31]=3)[CH2:25][CH2:24]2)([C:13]2[CH:18]=[CH:17][C:16]([F:19])=[C:15]([F:20])[CH:14]=2)[CH2:9]1)=[O:7].Cl.[N:47]1[CH:52]=[CH:51][C:50]([CH2:53]Cl)=[CH:49][CH:48]=1>>[CH3:45][O:44][C:40]1[CH:39]=[C:5]([CH:4]=[C:3]([O:2][CH3:1])[C:41]=1[O:42][CH3:43])[C:6]([N:8]1[CH2:12][CH2:11][C:10]([CH2:21][CH2:22][N:23]2[CH2:28][CH2:27][CH:26]([NH:29][C:30]3[N:31]([CH2:53][C:50]4[CH:51]=[CH:52][N:47]=[CH:48][CH:49]=4)[C:32]4[CH:38]=[CH:37][CH:36]=[CH:35][C:33]=4[N:34]=3)[CH2:25][CH2:24]2)([C:13]2[CH:18]=[CH:17][C:16]([F:19])=[C:15]([F:20])[CH:14]=2)[CH2:9]1)=[O:7] |f:1.2|. Procedure: Prepare by the method of Example 37.2 using 1-(3,4,5-trimethoxybenzoyl)-3-(2-(4-(1H-benzimidazol-2-yl-amino)piperidin-1-yl)ethyl)-3-(3,4-difluorophenyl)pyrrolidine (5 mmol) and 4-picolyl chloride hydrochloride to give the title compound. Reactants: N1(C=NC=C1)CC(=O)C=1SC=CC1 (2-(1H-Imidazol-1-yl)-1-(2-thienyl)ethanone), Cl.CNO (N-methylhydroxylamine hydrochloride), C(C)(=O)[O-].[Na+] (sodium acetate). Run in C(C)O (ethanol). Run at temperature 50 celsius, time 4 day. Yields the product N1(C=NC=C1)CC(=[N+](C)[O-])C=1SC=CC1 (2-(1H-Imidazol-1-yl)-N-methyl-1-(2-thienyl)ethanimine N-oxide). The yield is 89.7%. RXN SMILES: [N:1]1([CH2:6][C:7]([C:9]2[S:10][CH:11]=[CH:12][CH:13]=2)=O)[CH:5]=[CH:4][N:3]=[CH:2]1.Cl.[CH3:15][NH:16][OH:17].C([O-])(=O)C.[Na+]>C(O)C>[N:1]1([CH2:6][C:7]([C:9]2[S:10][CH:11]=[CH:12][CH:13]=2)=[N+:16]([O-:17])[CH3:15])[CH:5]=[CH:4][N:3]=[CH:2]1 |f:1.2,3.4|. Procedure details: Under a nitrogen, a mixture of 22.00 g (0.114 mol) of 2-(1H-imidazol-1-yl)-1-(2-thienyl)ethanone (3), 11.49 g (0.138 mol) of N-methylhydroxylamine hydrochloride, and 22.55 g (0.275 mol) of sodium acetate in 250 ml of ethanol is heated to 50° C. and stirred for 4 days. The reaction mixture is filtered while hot and the filtrate concentrated in vacuo. Crystallization from ethanol gives 22.62 g (89%) of compound 4, melting point 162°-164° C. Anal. Calcd. for C10H11N3OS: C, 54.28; H, 5.01; N, 18.99....